From a dataset of the Open Reaction Database (ORD), a public repository of structured organic reaction records. describe an organic reaction: reactants, conditions, products, and yield The reactants are C1(CCCCC1)CN1C=C(C2=CC=CC(=C12)OC)C(N)=S (1-(cyclohexyl)methyl-7-methoxy-1H-indole-3-carbothioic acid amide), ClC(C(=O)OCC)C(C)=O (ethyl 2-chloro-3-oxobutanoate). Run in CCO (EtOH). Run at temperature 0 celsius. The product is C1(CCCCC1)CN1C=C(C2=CC=CC(=C12)OC)C=1SC(=C(N1)C)C(=O)OCC (1-cyclohexylmethyl-3-(5-ethoxycarbonyl-4-methylthiazol-2-yl)-7-methoxy-1H-indole). The yield is 61.0%. RXN SMILES: [CH:1]1([CH2:7][N:8]2[C:16]3[C:11](=[CH:12][CH:13]=[CH:14][C:15]=3[O:17][CH3:18])[C:10]([C:19](=[S:21])[NH2:20])=[CH:9]2)[CH2:6][CH2:5][CH2:4][CH2:3][CH2:2]1.Cl[CH:23]([C:29](=O)[CH3:30])[C:24]([O:26][CH2:27][CH3:28])=[O:25]>CCO>[CH:1]1([CH2:7][N:8]2[C:16]3[C:11](=[CH:12][CH:13]=[CH:14][C:15]=3[O:17][CH3:18])[C:10]([C:19]3[S:21][C:23]([C:24]([O:26][CH2:27][CH3:28])=[O:25])=[C:29]([CH3:30])[N:20]=3)=[CH:9]2)[CH2:2][CH2:3][CH2:4][CH2:5][CH2:6]1. Procedure details: To a solution of 1-(cyclohexyl)methyl-7-methoxy-1H-indole-3-carbothioic acid amide (604 mg, 2.00 mmol) in EtOH (5.0 ml) was added ethyl 2-chloro-3-oxobutanoate (0.332 ml, 2.40 mmol). The mixture was refluxed for 1 h. After cooling to 0° C., the precipitate was collected by filtration to afford 1-cyclohexylmethyl-3-(5-ethoxycarbonyl-4-methylthiazol-2-yl)-7-methoxy-1H-indole (505 mg, 1.22 mmol). Yields the product ClC1=C(C=C(O1)C(=O)O)C1=C(C=NN1C)Cl (5-chloro-4-(4-chloro-1-methyl-1H-pyrazol-5-yl)-2-furancarboxylic acid). Solvent: O1CCCC1 (tetrahydrofuran). As a reaction SMILES: [Cl:1][C:2]1[O:6][C:5]([C:7]([O:9]C)=[O:8])=[CH:4][C:3]=1[C:11]1[N:15]([CH3:16])[N:14]=[CH:13][C:12]=1[Cl:17].[OH-].[Na+]>O1CCCC1>[Cl:1][C:2]1[O:6][C:5]([C:7]([OH:9])=[O:8])=[CH:4][C:3]=1[C:11]1[N:15]([CH3:16])[N:14]=[CH:13][C:12]=1[Cl:17] |f:1.2|. The reactants are ClC1=C(C=C(O1)C(=O)OC)C1=C(C=NN1C)Cl (methyl 5-chloro-4-(4-chloro-1-methyl-1H-pyrazol-5-yl)-2-furancarboxylate), [OH-].[Na+] (sodium hydroxide). Reported procedure: A solution of methyl 5-chloro-4-(4-chloro-1-methyl-1H-pyrazol-5-yl)-2-furancarboxylate (224 mg, 0.82 mmol) in 6N sodium hydroxide (1.36 ml, 8.2 mmol) and tetrahydrofuran (5 ml) was stirred at 70° C. in a sealed tube for 1 h. The resulting solution was cooled and then partitioned between H2O-DCM. The aqueous phase was adjusted to pH ˜4 and then washed several times with DCM. The combined organic fractions were dried over Na2SO4 and concentrated affording the title compound (201 mg, 0.77 mmol, 94°...